The task is: describe an organic reaction: reactants, conditions, products, and yield. This data is from the Open Reaction Database (ORD), a public repository of structured organic reaction records. The reactants are FC(C=1C=C(C(=O)N2[C@@H](CN(CC2)C(\C=C\C2=CC=C(C=C2)[N+](=O)[O-])=O)CC2=CNC3=CC=CC=C23)C=C(C1)C(F)(F)F)(F)F ((2R)-1-[3,5-bis(trifluoromethyl)-benzoyl]-2-(1H-indol-3-yl-methyl)-4-(4-nitro-trans-cinnamoyl)piperazine), [OH-].[Na+] (sodium hydroxide), Cl.CN(CCCl)C (2-dimethylaminoethyl chloride hydrochloride). The reagents and catalysts are [Br-].C(CCCCCCCCCCCCCCC)[N+](C)(C)C (cetyltrimethylammonium bromide). Solvent: ClCCl (dichloromethane), ClCCl (dichloromethane). Conditions: time 14 hour. Yields the product Cl.FC(C=1C=C(C(=O)N2[C@@H](CN(CC2)C(\C=C\C2=CC=C(C=C2)[N+](=O)[O-])=O)CC2=CN(C3=CC=CC=C23)CCN(C)C)C=C(C1)C(F)(F)F)(F)F ((2R)-1-[3,5-bis(-trifluoromethyl)benzoyl]-2-[1-(2-dimethylaminoethyl)-1H-indol-3-yl-methyl]-4-(4-nitro-trans-cinnamoyl)piperazine hydrochloride). Isolated yield 29.0%. As a reaction SMILES: [F:1][C:2]([F:45])([F:44])[C:3]1[CH:4]=[C:5]([CH:37]=[C:38]([C:40]([F:43])([F:42])[F:41])[CH:39]=1)[C:6]([N:8]1[CH2:13][CH2:12][N:11]([C:14](=[O:26])/[CH:15]=[CH:16]/[C:17]2[CH:22]=[CH:21][C:20]([N+:23]([O-:25])=[O:24])=[CH:19][CH:18]=2)[CH2:10][C@H:9]1[CH2:27][C:28]1[C:36]2[C:31](=[CH:32][CH:33]=[CH:34][CH:35]=2)[NH:30][CH:29]=1)=[O:7].[OH-].[Na+].Cl.[CH3:49][N:50]([CH3:54])[CH2:51][CH2:52][Cl:53]>[Br-].C([N+](C)(C)C)CCCCCCCCCCCCCCC.ClCCl>[ClH:53].[F:45][C:2]([F:44])([F:1])[C:3]1[CH:4]=[C:5]([CH:37]=[C:38]([C:40]([F:43])([F:42])[F:41])[CH:39]=1)[C:6]([N:8]1[CH2:13][CH2:12][N:11]([C:14](=[O:26])/[CH:15]=[CH:16]/[C:17]2[CH:18]=[CH:19][C:20]([N+:23]([O-:25])=[O:24])=[CH:21][CH:22]=2)[CH2:10][C@H:9]1[CH2:27][C:28]1[C:36]2[C:31](=[CH:32][CH:33]=[CH:34][CH:35]=2)[N:30]([CH2:52][CH2:51][N:50]([CH3:54])[CH3:49])[CH:29]=1)=[O:7] |f:1.2,3.4,5.6,8.9|. Procedure details: To a mixture of (2R)-1-[3,5-bis(trifluoromethyl)-benzoyl]-2-(1H-indol-3-yl-methyl)-4-(4-nitro-trans-cinnamoyl)piperazine (100 mg), powdered sodium hydroxide (30 mg) and cetyltrimethylammonium bromide (10 mg) in dichloromethane (2 ml) was added 2-dimethylaminoethyl chloride hydrochloride (50 mg) at room temperature. The resulting mixture was stirred at the same temperature for 14 hours. After adding dichloromethane (10 ml), the reaction mixture was filtered through Celite pad and the filtrate was... Reactants: C(C1=CC=CC=C1)[C@@H]([C@H](C[C@H](CC1=CC=C(C=C1)C1=NC=CC=C1)NC([C@H](C(C)(C)C)NC(=O)OC)=O)O)NC(OC(C)(C)C)=O (tert-butyl(1S,2S,4S)-1-benzyl-2-hydroxy-4-({(2S)-2-[(methoxycarbonyl)amino]-3,3-dimethylbutanoyl}amino)-5-[4-(2-pyridinyl)phenyl]pentylcarbamate), FC(C(=O)O)(F)F (trifluoroacetic acid). The solvent is ClCCl (dichloromethane). Reaction conditions: temperature 25 celsius, time 1 hour. Product: N[C@H]([C@H](C[C@H](CC1=CC=C(C=C1)C1=NC=CC=C1)NC(=O)[C@H](C(C)(C)C)NC(OC)=O)O)CC1=CC=CC=C1 (methyl(1S)-1-[({(1S,3S,4S)-4-amino-3-hydroxy-5-phenyl-1-[4-(2-pyridinyl)benzyl]pentyl}amino)carbonyl]-2,2-dimethylpropylcarbamate). Isolated yield 108.9%. As a reaction SMILES: [CH2:1]([C@H:8]([NH:39]C(=O)OC(C)(C)C)[C@@H:9]([OH:38])[CH2:10][C@@H:11]([NH:25][C:26](=[O:37])[C@@H:27]([NH:32][C:33]([O:35][CH3:36])=[O:34])[C:28]([CH3:31])([CH3:30])[CH3:29])[CH2:12][C:13]1[CH:18]=[CH:17][C:16]([C:19]2[CH:24]=[CH:23][CH:22]=[CH:21][N:20]=2)=[CH:15][CH:14]=1)[C:2]1[CH:7]=[CH:6][CH:5]=[CH:4][CH:3]=1.FC(F)(F)C(O)=O>ClCCl>[NH2:39][C@@H:8]([CH2:1][C:2]1[CH:3]=[CH:4][CH:5]=[CH:6][CH:7]=1)[C@@H:9]([OH:38])[CH2:10][C@@H:11]([NH:25][C:26]([C@@H:27]([NH:32][C:33](=[O:34])[O:35][CH3:36])[C:28]([CH3:31])([CH3:30])[CH3:29])=[O:37])[CH2:12][C:13]1[CH:18]=[CH:17][C:16]([C:19]2[CH:24]=[CH:23][CH:22]=[CH:21][N:20]=2)=[CH:15][CH:14]=1. Procedure details: A solution of the product of Example 2B (3.5 g, 5.5 mmol) in dichloromethane (40 mL) was treated with trifluoroacetic acid (20 mL), stirred at 25° C. for 1 hour, and concentrated. The concentrate was partitioned between ethyl acetate and saturated NaHCO3 solution. The organic phase was washed with brine, dried over MgSO4, filtered and concentrated to afford the crude product (3.19 g). Starting materials: di-2-ethylhexyl peroxydicarbonate, methyl-2-cycloheptanone carboxylate, C(C)(=O)C1C(CCC1)=O (2-acetyl cyclopentanone), CCOC(=O)C1CCC(CC1=O)C (ethyl-4-methyl-2-cyclohexanone-1-carboxylate), C(C1=CC=CC=C1)(=O)CC(C1=CC=CC=C1)=O (dibenzoyl methane), ethyl-2-cyclohexanone carboxylate, C(C)(=O)C1C(CCCC1)=O (2-acetyl cyclohexanone), C(C)OC(=O)C1C(CCC1)=O (ethyl-2-oxocyclopentane carboxylate). Yields the product C(CC(=O)C)(=O)OCC (ethyl acetoacetate). As a reaction SMILES: C(C1CCCCC1=O)(=O)C.C(C1CCCC1=O)(=O)C.[CH2:20]([O:22][C:23]([CH:25]1CC[CH2:27][C:26]1=[O:30])=[O:24])[CH3:21].C(CC(=O)C1C=CC=CC=1)(=O)C1C=CC=CC=1.CCOC(C1C(=O)CC(C)CC1)=O>>[C:23]([O:22][CH2:20][CH3:21])(=[O:24])[CH2:25][C:26]([CH3:27])=[O:30]. Procedure: Using the same apparatus and procedure as described in Example 1, the onset temperature for a one gram sample of 82.5% di-2-ethylhexyl peroxydicarbonate diluted in OMS was measured. The procedure was repeated with separate samples of the above solution to which ethyl-2-cyclohexanone carboxylate, 2-acetyl cyclohexanone, 2-acetyl cyclopentanone, methyl-2-cycloheptanone carboxylate, ethyl-2-oxocyclopentane carboxylate, dibenzoyl methane, and ethyl-4-methyl-2-cyclohexanone-1-carboxylate had been add... Reaction SMILES: C(O)(=O)C=C.SCCC(O)=O.[S:12]([O-:15])([O-:14])=[O:13].[Na+:16].[Na+:17].[Na][Na].[OH:20][CH:21](S([O-])=O)[C:22]([OH:24])=[O:23].OO.[OH-].[Na+]>O.S([O-])([O-])(=O)=O.[Fe+2]>[Na:16][Na:17].[OH:20][CH:21]([S:12]([O-:15])(=[O:14])=[O:13])[C:22]([OH:24])=[O:23] |f:2.3.4,8.9,11.12|. Product: [Na][Na] (disodium), OC(C(=O)O)S(=O)(=O)[O-] (2-hydroxy-2-sulphonatoacetic acid). Procedure details: A glass reactor equipped with several feeding devices, stirrer and pH electrode was charged with 285 g of water, 210 g of vinyloxybutylpolyethylene glycol-3000 (prepared by ethoxylation of hydroxybutyl vinyl ether with 66 mol EO) and 23.3 g of isoprenylpolyethylene glycol-500 (prepared by ethoxylation of 3-methyl-3-buten-1-ol with 10 mol EO) (solution A) and was thermostated at 13° C. 35% of a second prepared, partly neutralized solution (solution B) consisting of 50 g of water and 25.4 g of acr... Reagents/catalysts: O (water), S(=O)(=O)([O-])[O-].[Fe+2] (iron(II) sulphate). The solvent is O (water), O (water), O (water). Reactants: solution C, solution A, mixture, [OH-].[Na+] (sodium hydroxide), solution B, SCCC(=O)O (3-mercaptopropionic acid), solution C, solution A, [Na][Na] (disodium), OC(C(=O)O)S(=O)[O-] (2-hydroxy-2-sulphinatoacetic acid), glycol-3000, glycol-500, solution A, S(=O)([O-])[O-].[Na+].[Na+] (sodium sulphite), solution B, OO (hydrogen peroxide), solution A, C(C=C)(=O)O (acrylic acid). Starting materials: amide, C(C)NCC (diethylamine), CCCCCC (hexane), [H-].[Al+3].[Li+].[H-].[H-].[H-] (lithium aluminum hydride), C(C)(=O)O (acetic acid), acid chloride, amine. The reagents and catalysts are Pt. Product: C1(=CC=CC2=CC=CC=C12)CCN(CC)CC (1-(naphthyl)-2-(diethylamino) ethane), desired product. As a reaction SMILES: [C:1](O)(=O)[CH3:2].[CH2:5]([NH:7][CH2:8][CH3:9])[CH3:6].[H-].[Al+3].[Li+].[H-].[H-].[H-].[CH3:16][CH2:17][CH2:18][CH2:19][CH2:20][CH3:21]>>[C:18]1([CH2:6][CH2:5][N:7]([CH2:1][CH3:2])[CH2:8][CH3:9])[C:17]2[C:16](=[CH:17][CH:18]=[CH:19][CH:16]=2)[CH:21]=[CH:20][CH:19]=1 |f:2.3.4.5.6.7|. Reported procedure: The Pt catalyst solution used in these preparations was a solution of Karsted's catalyst in hexane. The solvents used were spectral grade, dried over molecular sieves. 1-(naphthyl)-2-(diethylamino) ethane was prepared according to methods outlined by Chandross and Thomas in Chem. Phys. Letters 9 393(1971). 1-napthylenyl acetic acid was converted to the acid chloride, reacted with diethylamine to make the corresponding amide and reduced to the corresponding amine using lithium aluminum hydride. E... Reactants: Cl (HCl), BrC1=C(C=CC=C1)CCCC#N (4-(2-bromo-phenyl)-butyronitrile), C(C)(=O)O (acetic acid). Reaction conditions: temperature 60 celsius, time 16 hour. The product is BrC1=C(C=CC=C1)CCCC(=O)O (4-(2-bromo-phenyl)-butyric acid). Reaction SMILES: Cl.[Br:2][C:3]1[CH:8]=[CH:7][CH:6]=[CH:5][C:4]=1[CH2:9][CH2:10]CC#N.[C:14]([OH:17])(=[O:16])[CH3:15]>>[Br:2][C:3]1[CH:8]=[CH:7][CH:6]=[CH:5][C:4]=1[CH2:9][CH2:10][CH2:15][C:14]([OH:17])=[O:16]. Procedure details: Methanesulfonyl chloride (7.7 mL, 97 mmol) in 100 mL dry THF is added to a solution of 3-(2-bromo-phenyl)-propan-1-ol (17.4 g, 80.9 mmol) and triethyl amine (14.7 g, 146 mmol) in 200 mL dry THF at 0° C. under an argon atmosphere. Water is added and the mixture is extracted with ethyl acetate. The organic phase is washed with brine, dried with MgSO4 and concentrated in vacuo to give 23 g (97%) methanesulfonic acid 3-(2-bromo-phenyl)-propyl ester as an oil. Methanesulfonic acid 3-(2-bromo-phenyl)-...